This data is from the Open Reaction Database (ORD), a public repository of structured organic reaction records. The task is: describe an organic reaction: reactants, conditions, products, and yield Starting materials: C(C)OC(C1=CC=C(C=C1)C#CC1=CC=C(C=C1)C1(CC1)N(CCC)CCC)=O (ethyl4-[4-(1-dipropylamino-cyclopropyl)-phenylethynyl]-benzoate), C(C)OC(C1=CC=C(C=C1)C#CC1=CC=C(C=C1)C1(CC1)N(CCC)CCC)=O (ethyl4-[4-(1-dipropylamino-cyclopropyl)-phenylethynyl]-benzoate), aqueous solution. The solvent is C(C)O (ethanol), O1CCCC1 (tetrahydrofuran). Run at time 8 hour. Product: C(CC)N(C1(CC1)C1=CC=C(C=C1)C#CC1=CC=C(C(=O)O)C=C1)CCC (4-[4-(1-Dipropylamino-cyclopropyl)phenylethynyl]-benzoic acid). Yield: 68.1%. RXN SMILES: C([O:3][C:4](=[O:29])[C:5]1[CH:10]=[CH:9][C:8]([C:11]#[C:12][C:13]2[CH:18]=[CH:17][C:16]([C:19]3([N:22]([CH2:26][CH2:27][CH3:28])[CH2:23][CH2:24][CH3:25])[CH2:21][CH2:20]3)=[CH:15][CH:14]=2)=[CH:7][CH:6]=1)C>C(O)C.O1CCCC1>[CH2:26]([N:22]([CH2:23][CH2:24][CH3:25])[C:19]1([C:16]2[CH:17]=[CH:18][C:13]([C:12]#[C:11][C:8]3[CH:7]=[CH:6][C:5]([C:4]([OH:29])=[O:3])=[CH:10][CH:9]=3)=[CH:14][CH:15]=2)[CH2:20][CH2:21]1)[CH2:27][CH3:28]. Procedure: Using General Procedure I; a solution of ethyl4-[4-(1-dipropylamino-cyclopropyl)-phenylethynyl]-benzoate (Compound 109, 51.0 mg, 0.13 mmol) in ethanol (3 mL) and tetrahydrofuran (3 mL) was treated with NAOH (80.0 mg, 2.0 mmols, 2.0 mL of a 1N aqueous solution) and stirred overnight at room temperature. Work-up afforded 32.0 mg (70%) of the title compound as a colorless solid. Reaction SMILES: [CH3:11][N:12]([c:13]1[cH:14][cH:15][cH:16][cH:17][cH:18]1)[CH3:19].[CH3:1][N:2]([c:3]1[cH:4][cH:5][c:6]([NH2:9])[cH:7][cH:8]1)[CH3:10].[Cl:20][c:21]1[c:22]([C:23](=[O:24])[OH:25])[c:26]([Cl:33])[cH:27][cH:28][c:29]1[N+:30](=[O:31])[O-:32].[Cl:34][CH2:35][Cl:36]>>[CH3:1][N:2]([c:3]1[cH:4][cH:5][c:6]([NH:9][c:21]2[c:22]([C:23](=[O:24])[OH:25])[c:26]([Cl:33])[cH:27][cH:28][c:29]2[N+:30](=[O:31])[O-:32])[cH:7][cH:8]1)[CH3:10]. The reactants are CN(C)c1ccccc1, CN(C)c1ccc(N)cc1, O=C(O)c1c(Cl)ccc([N+](=O)[O-])c1Cl, ClCCl. Product: CN(C)c1ccc(Nc2c([N+](=O)[O-])ccc(Cl)c2C(=O)O)cc1. Reactants: C(C)OC(C)=C(C#N)C#N (2-(1-Ethoxy-ethylidene)-malononitrile), COC(N(C)C)OC (N,N-dimethylformamide dimethyl acetal). The solvent is CO (methanol). Yields the product CN(C=CC(OC)=C(C#N)C#N)C (2-(3-Dimethylamino-1-methoxy-allylidene)-malononitrile). The yield is 36.6%. Reaction SMILES: [CH2:1]([O:3][C:4](=[C:6]([C:9]#[N:10])[C:7]#[N:8])[CH3:5])C.CO[CH:13](OC)[N:14]([CH3:16])[CH3:15]>CO>[CH3:13][N:14]([CH3:16])[CH:15]=[CH:5][C:4](=[C:6]([C:9]#[N:10])[C:7]#[N:8])[O:3][CH3:1]. Procedure: To a mixture of D1 (34 g, 250 mmol) in methanol (300 ml) was added N,N-dimethylformamide dimethyl acetal (44.68 g, 375 mmol). The reaction mixture was heated at reflux for 2 h. The mixture was then cooled to room temperature and a dark red solid precipitated upon cooling. The solid was filtered off, washed with cold methanol and dried in vacuo yielding compound D2 (16.2 g, 38%) as a red solid. Reactants: C1CCOC1, Cc1cc(Nc2nccc(C(F)(F)F)n2)cc(-c2cnc(C3(O)CCNCC3)s2)c1, Cl, N#CO[K], [Na+], O=C([O-])O, O. Product: Cc1cc(Nc2nccc(C(F)(F)F)n2)cc(-c2cnc(C3(O)CCN(C(N)=O)CC3)s2)c1. Reaction SMILES: [CH2:36]1[O:37][CH2:38][CH2:39][CH2:40]1.[CH3:1][c:2]1[cH:3][c:4](-[c:19]2[cH:20][n:21][c:22]([C:24]3([OH:30])[CH2:25][CH2:26][NH:27][CH2:28][CH2:29]3)[s:23]2)[cH:5][c:6]([NH:8][c:9]2[n:10][cH:11][cH:12][c:13]([C:15]([F:16])([F:17])[F:18])[n:14]2)[cH:7]1.[ClH:35].[K:31][O:32][C:33]#[N:34].[Na+:46].[O-:42][C:43]([OH:44])=[O:45].[OH2:41]>>[CH3:1][c:2]1[cH:3][c:4](-[c:19]2[cH:20][n:21][c:22]([C:24]3([OH:30])[CH2:25][CH2:26][N:27]([C:33](=[O:32])[NH2:34])[CH2:28][CH2:29]3)[s:23]2)[cH:5][c:6]([NH:8][c:9]2[n:10][cH:11][cH:12][c:13]([C:15]([F:16])([F:17])[F:18])[n:14]2)[cH:7]1.